Dataset: the Open Reaction Database (ORD), a public repository of structured organic reaction records. Task: describe an organic reaction: reactants, conditions, products, and yield The reactants are BrC=1C=CC(=NC1)N1CCN(CC1)C(=O)OCC(=O)OCC (2-(ethyloxy)-2-oxoethyl 4-(5-bromo-2-pyridyl)-1-piperazinecarboxylate), solution, CN (methylamine), C(C)(C)OC(C)C (diisopropyl ether), pure product. The solvent is O1CCCC1 (tetrahydrofuran). Product: BrC=1C=CC(=NC1)N1CCN(CC1)C(=O)OCC(=O)NC (2-(methylamino)-2-oxoethyl 4-(5-bromo-2-pyridyl)-1-piperazinecarboxylate). RXN SMILES: [Br:1][C:2]1[CH:3]=[CH:4][C:5]([N:8]2[CH2:13][CH2:12][N:11]([C:14]([O:16][CH2:17][C:18]([O:20]CC)=O)=[O:15])[CH2:10][CH2:9]2)=[N:6][CH:7]=1.[CH3:23][NH2:24].C(OC(C)C)(C)C>O1CCCC1>[Br:1][C:2]1[CH:3]=[CH:4][C:5]([N:8]2[CH2:9][CH2:10][N:11]([C:14]([O:16][CH2:17][C:18]([NH:24][CH3:23])=[O:20])=[O:15])[CH2:12][CH2:13]2)=[N:6][CH:7]=1. Reported procedure: The process is performed as described in Example 1 (step 1.4.). Starting with 2.20 g (5.91 mmol) of 2-(ethyloxy)-2-oxoethyl 4-(5-bromo-2-pyridyl)-1-piperazinecarboxylate, obtained in step 3.3. of Example 3, and 14.80 ml (29.55 mmol) of a solution of methylamine (2M) in tetrahydrofuran, and after crystallization from diisopropyl ether, 1.974 g of pure product are obtained in the form of a white solid. Reactants: FC=1C=CC=C2CC(NC12)=O (7-Fluoro-1,3-dihydro-2H-indol-2-one), ClC1=NC(=NC(=N1)OC)C (2-chloro-4-methoxy-6-methyl-1,3,5-triazine). Yields the product FC=1C=CC=C2C(C(NC12)=O)C1=NC(=NC(=N1)OC)C (7-fluoro-3-(4-methoxy-6-methyl-1,3,5-triazin-2-yl)-1,3-dihydro-2H-indol-2-one). RXN SMILES: [F:1][C:2]1[CH:3]=[CH:4][CH:5]=[C:6]2[C:10]=1[NH:9][C:8](=[O:11])[CH2:7]2.Cl[C:13]1[N:18]=[C:17]([O:19][CH3:20])[N:16]=[C:15]([CH3:21])[N:14]=1>>[F:1][C:2]1[CH:3]=[CH:4][CH:5]=[C:6]2[C:10]=1[NH:9][C:8](=[O:11])[CH:7]2[C:13]1[N:18]=[C:17]([O:19][CH3:20])[N:16]=[C:15]([CH3:21])[N:14]=1. Reported procedure: 7-Fluoro-1,3-dihydro-2H-indol-2-one (3.05 g) and 2-chloro-4-methoxy-6-methyl-1,3,5-triazine (6.59 g) are reacted analogously to Example 1 Variant A. This gives the title compound as solid in an HPLC purity of 85% area (4.73 g, 73% of theory). The reactants are ice, [N+](=O)([O-])C1=C(C(=O)O)C=C(C=C1C)[N+](=O)[O-] (2,5-dinitro-3-methylbenzoic acid), [N-]=[N+]=[N-].[Na+] (sodium azide), [N-]=[N+]=[N-].[Na+] (sodium azide). The solvent is OS(=O)(=O)O.O=S(=O)=O (oleum). Conditions: time 1 hour. Product: NC=1C(=C(C=C(C1)[N+](=O)[O-])C)[N+](=O)[O-] (3-amino-2,5-dinitrotoluene). Yield: 95.4%. As a reaction SMILES: [N+:1]([C:4]1[C:12]([CH3:13])=[CH:11][C:10]([N+:14]([O-:16])=[O:15])=[CH:9][C:5]=1C(O)=O)([O-:3])=[O:2].[N-:17]=[N+]=[N-].[Na+]>OS(O)(=O)=O.O=S(=O)=O>[NH2:17][C:5]1[C:4]([N+:1]([O-:3])=[O:2])=[C:12]([CH3:13])[CH:11]=[C:10]([N+:14]([O-:16])=[O:15])[CH:9]=1 |f:1.2,3.4|. Reported procedure: 2.43 grams of 2,5-dinitro-3-methylbenzoic acid was dissolved in 21.5 grams of oleum (20% SO3, 80% H2SO4). While the solution is stirred with the temperature maintained at 5°-10° C., 0.84 grams of powdered sodium azide was added cautiously in portions of less than 0.1 g over one hour. Rapid addition of the sodium azide was avoided to prevent any explosion from occurring. Stirring was continued for one hour at 0°-10° C. (gas evolution occurs), 10°-30° C. for two hours and 30°-60° C. for three hour...